Dataset: the Open Reaction Database (ORD), a public repository of structured organic reaction records. Task: describe an organic reaction: reactants, conditions, products, and yield The reactants are IC (iodomethane), ClC1=C2C(=NC=C1C#N)SC=C2 (4-chlorothieno[2,3-b]pyridine-5-carbonitrile), C(C)(C)[N-]C(C)C.[Li+] (lithium diisopropylamide), CCCCCCC.O1CCCC1.C(C)C1=CC=CC=C1 (heptane tetrahydrofuran ethylbenzene). The solvent is O1CCCC1 (tetrahydrofuran), O1CCCC1 (tetrahydrofuran), O (water), ClCCl (dichloromethane). Conditions: time 45 minute. Yields the product ClC1=C2C(=NC=C1C#N)SC(=C2)C (4-chloro-2-methylthieno[2,3-b]pyridine-5-carbonitrile). RXN SMILES: [Cl:1][C:2]1[C:7]([C:8]#[N:9])=[CH:6][N:5]=[C:4]2[S:10][CH:11]=[CH:12][C:3]=12.[CH:13]([N-]C(C)C)(C)C.[Li+].CCCCCCC.O1CCCC1.C(C1C=CC=CC=1)C.IC>O1CCCC1.O.ClCCl>[Cl:1][C:2]1[C:7]([C:8]#[N:9])=[CH:6][N:5]=[C:4]2[S:10][C:11]([CH3:13])=[CH:12][C:3]=12 |f:1.2,3.4.5|. Procedure details: To a solution of 4-chlorothieno[2,3-b]pyridine-5-carbonitrile (0.3 g, 1.54 mmol) in 15 mL of tetrahydrofuran at −78° C. is added dropwise 2.0 M lithium diisopropylamide in heptane/tetrahydrofuran/ethylbenzene (0.93 mL, 1.85 mmol). After stirring for 45 min, a solution of iodomethane (0.115 mL, 1.85 mmol) in 1 mL of tetrahydrofuran is added dropwise. The reaction mixture is stirred at −78° C. for 4 hours, then dichloromethane and water are added. The mixture is allowed to warm to room temperature... The reactants are BrC=1N(C(=C(C1Br)S(=O)(=O)C(F)(F)F)C1=CC=C(C=C1)Cl)CCl (2,3-Dibromo-1-(chloromethyl)-5-(p-chlorophenyl)-4-[(trifluoromethyl)sulfonyl]pyrrole), [OH-].[Na+] (sodium hydroxide), O.O.CN(C([S-])=S)C.[Na+] (sodium dimethyldithiocarbamate dihydrate), CN(C=O)C (dimethylformamide). Run in hexanes, O (water). Run at time 6 hour. Yields the product CN(C(SCN1C(=C(C(=C1C1=CC=C(C=C1)Cl)S(=O)(=O)C(F)(F)F)Br)Br)=S)C ({2,3-Dibromo-5-(p-chlorophenyl)-4-[(trifluoromethyl)sulfonyl]pyrrol-1-yl}methyl dimethyldithiocarbamate). Isolated yield 31.7%. RXN SMILES: [Br:1][C:2]1[N:3]([CH2:22]Cl)[C:4]([C:15]2[CH:20]=[CH:19][C:18]([Cl:21])=[CH:17][CH:16]=2)=[C:5]([S:8]([C:11]([F:14])([F:13])[F:12])(=[O:10])=[O:9])[C:6]=1[Br:7].[OH-].[Na+].O.O.[CH3:28][N:29]([CH3:33])[C:30](=[S:32])[S-:31].[Na+].CN(C)C=O>O>[CH3:28][N:29]([CH3:33])[C:30](=[S:31])[S:32][CH2:22][N:3]1[C:4]([C:15]2[CH:20]=[CH:19][C:18]([Cl:21])=[CH:17][CH:16]=2)=[C:5]([S:8]([C:11]([F:14])([F:13])[F:12])(=[O:10])=[O:9])[C:6]([Br:7])=[C:2]1[Br:1] |f:1.2,3.4.5.6|. Procedure: 2,3-Dibromo-1-(chloromethyl)-5-(p-chlorophenyl)-4-[(trifluoromethyl)sulfonyl]pyrrole (1.0 g, 0.00194 mol) is added to a mixture of sodium hydroxide (0.084 g, 0.0021 mol), sodium dimethyldithiocarbamate dihydrate (0.376 g, 0.0021 mol) and dimethylformamide. The reaction mixture is stirred for six hours at room temperature, poured into water and extracted with ethyl acetate. The combined organic extracts are washed with water and brine, dried over anhydrous sodium sulfate and concentrated in vacuo... Yields the product NC(=O)C=1C=C(C=C2C(=NNC12)C1CCN(CC1)C(=O)OC(C)(C)C)Br (1,1-dimethylethyl 4-[7-(aminocarbonyl)-5-bromo-1H-indazol-3-yl]-1-piperidinecarboxylate). Reaction SMILES: [Br:1][C:2]1[CH:3]=[C:4]2[C:8](=[C:9]([C:11]#[N:12])[CH:10]=1)[NH:7][N:6]=[C:5]2[CH:13]1[CH2:18][CH2:17][N:16]([C:19]([O-:21])=[O:20])[CH2:15][CH2:14]1.[OH-:22].[K+]>CC(O)(C)C>[NH2:12][C:11]([C:9]1[CH:10]=[C:2]([Br:1])[CH:3]=[C:4]2[C:8]=1[NH:7][N:6]=[C:5]2[CH:13]1[CH2:14][CH2:15][N:16]([C:19]([O:21][C:4]([CH3:8])([CH3:5])[CH3:3])=[O:20])[CH2:17][CH2:18]1)=[O:22] |f:1.2|. Yield: 191.5%. Run in CC(C)(C)O (2-methyl-2-propanol). Procedure: To 4-(5-bromo-7-cyano-1H-indazol-3-yl)-1-piperidine-carboxylate (0.30 g, 0.74 mmols) in 2-methyl-2-propanol (30 mL) was added KOH (0.45 g, 7.4 mmol). The reaction mixture was heated at reflux overnight. After cooling, the solvent was evaporated and the residue was redissovled in ethyl acetate (150 mL) and filtered through a pad of silica gel to give the title compound (300 mg) as a yellow solid (99%). The reactants are BrC=1C=C2C(=NNC2=C(C1)C#N)C1CCN(CC1)C(=O)[O-] (4-(5-bromo-7-cyano-1H-indazol-3-yl)-1-piperidine-carboxylate), [OH-].[K+] (KOH). The reactants are C1(CC1)C(CC(=O)C1=CC=C(C=C1)S(F)(F)(F)(F)F)=O (3-cyclopropyl-1-(4-pentafluorosulphanylphenyl)-propan-1,3-dione), C(C)OC(OCC)OCC (triethylorthoformate). The solvent is C(C)(=O)OC(C)=O (acetic anhydride). Yields the product C1(CC1)C(C(C(=O)C1=CC=C(C=C1)S(F)(F)(F)(F)F)=COCC)=O (3-cyclopropyl-2-ethoxymethylene-1-(4-pentafluorosulphanylphenyl)-propan-1,3-dione). Isolated yield 103.5%. RXN SMILES: [CH:1]1([C:4](=[O:20])[CH2:5][C:6]([C:8]2[CH:13]=[CH:12][C:11]([S:14]([F:19])([F:18])([F:17])([F:16])[F:15])=[CH:10][CH:9]=2)=[O:7])[CH2:3][CH2:2]1.[CH2:21]([O:23][CH:24](OCC)OCC)[CH3:22]>C(OC(=O)C)(=O)C>[CH:1]1([C:4](=[O:20])[C:5](=[CH:24][O:23][CH2:21][CH3:22])[C:6]([C:8]2[CH:9]=[CH:10][C:11]([S:14]([F:15])([F:16])([F:17])([F:18])[F:19])=[CH:12][CH:13]=2)=[O:7])[CH2:3][CH2:2]1. Procedure details: A mixture of 3-cyclopropyl-1-(4-pentafluorosulphanylphenyl)-propan-1,3-dione (0.82 g) and triethylorthoformate (3.1 g) in acetic anhydride (40 ml) was heated at reflux temperature for 6 hours. The excess reagent and solvent were evaporated to give 3-cyclopropyl-2-ethoxymethylene-1-(4-pentafluorosulphanylphenyl)-propan-1,3-dione (1.0 g) as an orange oil. This was used directly in the subsequent reaction stage. The reactants are CCOC(C)=O, C1COCCN1, CCCCCC, CCC(C)=O, CCCOc1ccc(CCl)cc1-c1nc2c(CCC)nn(C)c2c(=O)[nH]1. The product is CCCOc1ccc(CN2CCOCC2)cc1-c1nc2c(CCC)nn(C)c2c(=O)[nH]1. As a reaction SMILES: [C:39]([O:40][CH2:41][CH3:42])(=[O:43])[CH3:44].[CH2:27]1[CH2:28][O:29][CH2:30][CH2:31][NH:32]1.[CH3:33][CH2:34][CH2:35][CH2:36][CH2:37][CH3:38].[CH3:45][C:46](=[O:47])[CH2:48][CH3:49].[Cl:1][CH2:2][c:3]1[cH:4][cH:5][c:6]([O:23][CH2:24][CH2:25][CH3:26])[c:7](-[c:9]2[nH:10][c:11](=[O:22])[c:12]3[c:13]([n:14]2)[c:15]([CH2:19][CH2:20][CH3:21])[n:16][n:17]3[CH3:18])[cH:8]1>>[CH2:2]([c:3]1[cH:4][cH:5][c:6]([O:23][CH2:24][CH2:25][CH3:26])[c:7](-[c:9]2[nH:10][c:11](=[O:22])[c:12]3[c:13]([n:14]2)[c:15]([CH2:19][CH2:20][CH3:21])[n:16][n:17]3[CH3:18])[cH:8]1)[N:32]1[CH2:27][CH2:28][O:29][CH2:30][CH2:31]1. Starting materials: C(N)(=O)C(C1=CC=CC=C1)(C1=CC=CC=C1)C1CNCCC1 (3-(R,S)-(1-carbamoyl-1,1-diphenylmethyl)piperidine), CC1=CC=C(CCBr)C=C1 (4-methylphenethyl bromide), C([O-])([O-])=O.[K+].[K+] (potassium carbonate). Run in C(C)#N (acetonitrile). Yields the product C(N)(=O)C(C1=CC=CC=C1)(C1=CC=CC=C1)C1CN(CCC1)CCC1=CC=C(C=C1)C (3-(R,S)-(1-carbamoyl-1,1-diphenylmethyl)-1-(4-methylphenethyl)piperidine). As a reaction SMILES: [C:1]([C:4]([CH:17]1[CH2:22][CH2:21][CH2:20][NH:19][CH2:18]1)([C:11]1[CH:16]=[CH:15][CH:14]=[CH:13][CH:12]=1)[C:5]1[CH:10]=[CH:9][CH:8]=[CH:7][CH:6]=1)(=[O:3])[NH2:2].[CH3:23][C:24]1[CH:32]=[CH:31][C:27]([CH2:28][CH2:29]Br)=[CH:26][CH:25]=1.C(=O)([O-])[O-].[K+].[K+]>C(#N)C>[C:1]([C:4]([CH:17]1[CH2:22][CH2:21][CH2:20][N:19]([CH2:29][CH2:28][C:27]2[CH:31]=[CH:32][C:24]([CH3:23])=[CH:25][CH:26]=2)[CH2:18]1)([C:11]1[CH:12]=[CH:13][CH:14]=[CH:15][CH:16]=1)[C:5]1[CH:10]=[CH:9][CH:8]=[CH:7][CH:6]=1)(=[O:3])[NH2:2] |f:2.3.4|. Reported procedure: A mixture containing 3-(R,S)-(1-carbamoyl-1,1-diphenylmethyl)piperidine (0.26 g), 4-methylphenethyl bromide (0.2 g), anhydrous potassium carbonate (0.3 g) and acetonitrile (10 ml) was heated under reflux for 4.5 hours. The mixture was partitioned between dichloromethane (30 ml) and 10% aqueous sodium carbonate (30 ml), the layers separated, and the aqueous layer extracted with dichloromethane (2×30 ml). The combined dichloromethane extracts were dried (MgSO4) and concentrated in vacuo to give a ... Starting materials: BrC1=C(N(C(=C(C(=O)O)C1=O)C1=CC=CC=C1)C)C1=CC=CC=C1 (5-bromo-1-methyl-2,6-diphenyl-4-oxonicotinic acid), [OH-].[Na+] (NaOH). Solvent: CO (methanol). Product: BrC1=C(N(C(=C(C(=O)[O-])C1=O)C1=CC=CC=C1)C)C1=CC=CC=C1.[Na+] (sodium 5-bromo-1-methyl-2,6-diphenyl-4-oxonicotinate). Yield: 98.4%. RXN SMILES: [Br:1][C:2]1[C:10](=[O:11])[C:6]([C:7]([OH:9])=[O:8])=[C:5]([C:12]2[CH:17]=[CH:16][CH:15]=[CH:14][CH:13]=2)[N:4]([CH3:18])[C:3]=1[C:19]1[CH:24]=[CH:23][CH:22]=[CH:21][CH:20]=1.[OH-].[Na+:26]>CO>[Br:1][C:2]1[C:10](=[O:11])[C:6]([C:7]([O-:9])=[O:8])=[C:5]([C:12]2[CH:17]=[CH:16][CH:15]=[CH:14][CH:13]=2)[N:4]([CH3:18])[C:3]=1[C:19]1[CH:24]=[CH:23][CH:22]=[CH:21][CH:20]=1.[Na+:26] |f:1.2,4.5|. Procedure details: 2.5 gms of 5-bromo-1-methyl-2,6-diphenyl-4-oxonicotinic acid, 0.286 gms of NaOH and 50 mls of dry methanol were mixed. Evaporation of the solvent provided 2.6 gms of sodium 5-bromo-1-methyl-2,6-diphenyl-4-oxonicotinate as a tan glassy solid. The reactants are C1(=CC=CC=C1)N=C=O (phenylisocyanate), C(C1=CC=CC=C1)NCCCC (N-benzyl-n-butylamine). Run in CCCCCC (hexane), CCCCCC (hexane). Yields the product C(C1=CC=CC=C1)N(C(=O)NC1=CC=CC=C1)CCCC (1-benzyl-1-(n-butyl)-3-(phenyl)urea). RXN SMILES: [C:1]1([N:7]=[C:8]=[O:9])[CH:6]=[CH:5][CH:4]=[CH:3][CH:2]=1.[CH2:10]([NH:17][CH2:18][CH2:19][CH2:20][CH3:21])[C:11]1[CH:16]=[CH:15][CH:14]=[CH:13][CH:12]=1>CCCCCC>[CH2:10]([N:17]([CH2:18][CH2:19][CH2:20][CH3:21])[C:8]([NH:7][C:1]1[CH:6]=[CH:5][CH:4]=[CH:3][CH:2]=1)=[O:9])[C:11]1[CH:16]=[CH:15][CH:14]=[CH:13][CH:12]=1. Procedure details: A solution of 4.89 g. of phenylisocyanate in 100 ml. of hexane was added to a solution of 4.41 g. of N-benzyl-n-butylamine in 150 ml. of hexane and the solution was stirred at room temperature for 2 hours and then evaporated. The residual solid was recrystallized from pentane to yield 1-benzyl-1-(n-butyl)-3-(phenyl)urea.